Dataset: the Open Reaction Database (ORD), a public repository of structured organic reaction records. Task: describe an organic reaction: reactants, conditions, products, and yield The reactants are OCC=1N2C=CC=C2C(=CC1)C(=O)OC (methyl 5-(hydroxymethyl)indolizine-8-carboxylate). Reagents/catalysts: O=[Mn]=O (MnO2). Solvent: C(Cl)Cl (DCM). Reaction conditions: time 8 hour. Product: C(=O)C=1N2C=CC=C2C(=CC1)C(=O)OC (methyl 5-formylindolizine-8-carboxylate). Isolated yield 45.0%. RXN SMILES: [OH:1][CH2:2][C:3]1[N:4]2[C:8]([C:9]([C:12]([O:14][CH3:15])=[O:13])=[CH:10][CH:11]=1)=[CH:7][CH:6]=[CH:5]2>C(Cl)Cl.O=[Mn]=O>[CH:2]([C:3]1[N:4]2[C:8]([C:9]([C:12]([O:14][CH3:15])=[O:13])=[CH:10][CH:11]=1)=[CH:7][CH:6]=[CH:5]2)=[O:1]. Reported procedure: To a solution of methyl 5-(hydroxymethyl)indolizine-8-carboxylate (13 g, 63.41 mmol) in DCM (300 mL) was added MnO2 (55 g, 0.634 mol) at 0° C. The reaction mixture was stirred at rt overnight. After the completion, the reaction was filtered and concentrated. The crude product was purified by column (PE:EtOAc=300:1) to give the desired product methyl 5-formylindolizine-8-carboxylate (5.8 g, yield 45%). 1H NMR (400 MHz, DMSO): δ 10.01 (s, 1H), 8.90-8.91 (m, 1H), 7.31-7.35 (d, 1H, J=7.6 Hz), 7.68-7... Reactants: CCOC(=O)CC(=O)Nc1cc(C)c(Oc2ccc(OC)cc2)c2c1CCC2, ClCCl, O=C(O)Cc1ccc(F)cc1, O=S(=O)(OS(=O)(=O)C(F)(F)F)C(F)(F)F. Yields the product CCOC(=O)CC(=O)Nc1cc(C)c(Oc2ccc(OC)c(C(=O)Cc3ccc(F)cc3)c2)c2c1CCC2. Reaction SMILES: [CH3:1][O:2][c:3]1[cH:4][cH:5][c:6]([O:7][c:8]2[c:9]([CH3:26])[cH:10][c:11]([NH:17][C:18]([CH2:19][C:20](=[O:21])[O:22][CH2:23][CH3:24])=[O:25])[c:12]3[c:16]2[CH2:15][CH2:14][CH2:13]3)[cH:27][cH:28]1.[Cl:55][CH2:56][Cl:57].[F:29][c:30]1[cH:31][cH:32][c:33]([CH2:36][C:37](=[O:38])[OH:39])[cH:34][cH:35]1.[F:40][C:41]([S:42]([O:43][S:44]([C:45]([F:46])([F:47])[F:48])(=[O:49])=[O:50])(=[O:51])=[O:52])([F:53])[F:54]>>[CH3:1][O:2][c:3]1[c:4]([C:37]([CH2:36][c:33]2[cH:32][cH:31][c:30]([F:29])[cH:35][cH:34]2)=[O:38])[cH:5][c:6]([O:7][c:8]2[c:9]([CH3:26])[cH:10][c:11]([NH:17][C:18]([CH2:19][C:20](=[O:21])[O:22][CH2:23][CH3:24])=[O:25])[c:12]3[c:16]2[CH2:15][CH2:14][CH2:13]3)[cH:27][cH:28]1. Reactants: CO, COC(=O)c1c[nH]c(Sc2cc(Cl)c(Cl)cc2Cl)c1, [Na+], [OH-]. The product is O=C(O)c1c[nH]c(Sc2cc(Cl)c(Cl)cc2Cl)c1. Reaction SMILES: [CH3:22][OH:23].[Cl:1][c:2]1[c:3]([S:10][c:11]2[cH:12][c:13]([C:16](=[O:17])[O:18][CH3:19])[cH:14][nH:15]2)[cH:4][c:5]([Cl:9])[c:6]([Cl:8])[cH:7]1.[Na+:21].[OH-:20]>>[Cl:1][c:2]1[c:3]([S:10][c:11]2[cH:12][c:13]([C:16](=[O:17])[OH:18])[cH:14][nH:15]2)[cH:4][c:5]([Cl:9])[c:6]([Cl:8])[cH:7]1. Starting materials: CC(C)(C)C(=O)OCCl, C1CCOC1, Cn1ccnc1S. Product: Cn1ccnc1SCOC(=O)C(C)(C)C, Cl. As a reaction SMILES: [C:1]([C:2]([CH3:3])([CH3:4])[CH3:5])(=[O:6])[O:7][CH2:8][Cl:9].[CH2:17]1[O:18][CH2:19][CH2:20][CH2:21]1.[CH3:10][n:11]1[c:12]([SH:16])[n:13][cH:14][cH:15]1>>[C:1]([C:2]([CH3:3])([CH3:4])[CH3:5])(=[O:6])[O:7][CH2:8][S:16][c:12]1[n:11]([CH3:10])[cH:15][cH:14][n:13]1.[ClH:9]. The reactants are BrC=1SC(=CC1C1=C(N=C(S1)NC(C1=C(C=CC=C1F)F)=O)C)Br (N-(5-(2,5-Dibromothiophen-3-yl)-4-methylthiazol-2-yl)-2,6-difluorobenzamide), O1COC2=C1C=CC(=C2)C2=C(N=C(S2)NC(C2=C(C=CC=C2F)F)=O)C (N-(5-(Benzo[d][1,3]dioxol-5-yl)-4-methylthiazol-2-yl)-2,6-difluorobenzamide). The product is FC1=C(C(=O)NC=2SC(=C(N2)C)C2=CSC=C2)C(=CC=C1)F (2,6-Difluoro-N-(4-methyl-5-(thiophen-3-yl)thiazol-2-yl)benzamide). As a reaction SMILES: Br[C:2]1[S:3][C:4](Br)=[CH:5][C:6]=1[C:7]1[S:11][C:10]([NH:12][C:13](=[O:22])[C:14]2[C:19]([F:20])=[CH:18][CH:17]=[CH:16][C:15]=2[F:21])=[N:9][C:8]=1[CH3:23].O1C2C=CC(C3SC(NC(=O)C4C(F)=CC=CC=4F)=NC=3C)=CC=2OC1>>[F:21][C:15]1[CH:16]=[CH:17][CH:18]=[C:19]([F:20])[C:14]=1[C:13]([NH:12][C:10]1[S:11][C:7]([C:6]2[CH:5]=[CH:4][S:3][CH:2]=2)=[C:8]([CH3:23])[N:9]=1)=[O:22]. Reported procedure: Compound 62 was prepared from was prepared from Compound 61 as described for the preparation of Compound 57. The reactants are N([C@@H](COC(C)(C)C)C(=O)N[C@@H](CC(OC(C)(C)C)=O)C(=O)N[C@@H](C)C(=O)O)C(=O)OC(C)(C)C (Boc-Ser(tBu)-Asp(OtBu)-Ala-OH), C1CCC(CC1)N=C=NC2CCCCC2 (DCC), O1CCOCC1 (dioxane), ON1C(=O)CCC1=O (HOSu). The solvent is CCOC(=O)C (EtOAc). Conditions: time 48 hour. Product: N[C@@H](COC(C)(C)C)C(=O)N[C@@H](CC(OC(C)(C)C)=O)C(=O)N[C@@H](C)C(=O)ON1C(=O)CCC1=O (Ser(tBu)-Asp(OtBu)-Ala-OSu). RXN SMILES: [NH:1](C(OC(C)(C)C)=O)[C@H:2]([C:9]([NH:11][C@H:12]([C:21]([NH:23][C@H:24]([C:26](O)=[O:27])[CH3:25])=[O:22])[CH2:13][C:14](=[O:20])[O:15][C:16]([CH3:19])([CH3:18])[CH3:17])=[O:10])[CH2:3][O:4][C:5]([CH3:8])([CH3:7])[CH3:6].O1CCOCC1.[OH:42][N:43]1[C:48](=[O:49])[CH2:47][CH2:46][C:44]1=[O:45].C1CCC(N=C=NC2CCCCC2)CC1>CCOC(C)=O>[NH2:1][C@H:2]([C:9]([NH:11][C@H:12]([C:21]([NH:23][C@H:24]([C:26]([O:42][N:43]1[C:48](=[O:49])[CH2:47][CH2:46][C:44]1=[O:45])=[O:27])[CH3:25])=[O:22])[CH2:13][C:14](=[O:20])[O:15][C:16]([CH3:17])([CH3:18])[CH3:19])=[O:10])[CH2:3][O:4][C:5]([CH3:7])([CH3:8])[CH3:6]. Reported procedure: A solution of Boc-Ser(tBu)-Asp(OtBu)-Ala-OH.CHA (1.205 g, 2.0 mmol) was extracted with a mixture of EtOAc: 0.5N H2SO4 (10 mL-10 mL). The organic layer was retained, washed with saturated NaCl, dried (MgSO4) and evaporated in vacuo. The resultant free acid in EtOAc:dioxane (5 mL-10 mL) was treated with HOSu (230 mg, 2.0 mmol, 1 eq) and cooled to 0°. To the cold stirring solution DCC (412 mg, 2.0 mm, 1 eq) was added portionwise and stirring proceeded at 0° for 1 hr and at 25° for 48 hr. The reacti... Reactants: FC(C=1C=C(C(=CC1)C(F)(F)F)[C@@H](C)N(C(=O)N1[C@H](C[C@H](CC1)N1CCN(CC1)C(C)=O)C1=CC=C(C=C1)F)C)(F)F (4-(S)-(4-acetyl-piperazin-1-yl)-2-(R)-(4-fluoro-phenyl)-piperidine-1-carboxylic acid, [1-(R)-(3,6-bis-trifluoromethyl-phenyl)-ethyl]-methylamide), Cl (hydrochloric acid). Run in CCOCC (Et2O). Run at temperature 0 celsius, time 10 minute. Yields the product Cl.FC(C=1C=C(C=C(C1)C(F)(F)F)[C@@H](C)N(C(=O)N1[C@H](C[C@H](CC1)N1CCN(CC1)C(C)=O)C1=CC=C(C=C1)F)C)(F)F (4-(S)-(4-Acetyl-piperazin-1-yl)-2-(R)-(4-fluoro-phenyl)-piperidine-1-carboxylic acid, [1-(R)-(3,5-bis-trifluoromethyl-phenyl)-ethyl]-methylamide hydrochloride). Reaction SMILES: [F:1][C:2]([F:42])([F:41])[C:3]1[CH:4]=[C:5]([C@H:13]([N:15]([CH3:40])[C:16]([N:18]2[CH2:23][CH2:22][C@H:21]([N:24]3[CH2:29][CH2:28][N:27]([C:30](=[O:32])[CH3:31])[CH2:26][CH2:25]3)[CH2:20][C@@H:19]2[C:33]2[CH:38]=[CH:37][C:36]([F:39])=[CH:35][CH:34]=2)=[O:17])[CH3:14])[C:6](C(F)(F)F)=[CH:7][CH:8]=1.[ClH:43]>CCOCC>[ClH:43].[F:1][C:2]([F:41])([F:42])[C:3]1[CH:4]=[C:5]([C@H:13]([N:15]([CH3:40])[C:16]([N:18]2[CH2:23][CH2:22][C@H:21]([N:24]3[CH2:25][CH2:26][N:27]([C:30](=[O:32])[CH3:31])[CH2:28][CH2:29]3)[CH2:20][C@@H:19]2[C:33]2[CH:34]=[CH:35][C:36]([F:39])=[CH:37][CH:38]=2)=[O:17])[CH3:14])[CH:6]=[C:7]([C:2]([F:42])([F:41])[F:1])[CH:8]=1 |f:3.4|. Procedure: A solution of 18b (20 mg) in dry Et2O (1 mL) was treated at −8° C. with hydrochloric acid (1M in Et2O—0.5 mL). The resulting mixture was stirred at 0° C. for 10 minutes, then filtered; the filtrate was triturated with dry pentane (2×2 mL) to give the title compound as a whitish solid (14.7 mg). Starting materials: CN, ClCCl, O=C(O)c1cc(S(=O)(=O)Cl)ccc1O. The product is CNS(=O)(=O)c1ccc(O)c(C(=O)O)c1. Reaction SMILES: [CH3:15][NH2:16].[Cl:17][CH2:18][Cl:19].[Cl:1][S:2](=[O:3])(=[O:4])[c:5]1[cH:6][cH:7][c:8]([OH:14])[c:9]([C:10](=[O:11])[OH:12])[cH:13]1>>[S:2](=[O:3])(=[O:4])([c:5]1[cH:6][cH:7][c:8]([OH:14])[c:9]([C:10](=[O:11])[OH:12])[cH:13]1)[NH:16][CH3:15].